From a dataset of the Open Reaction Database (ORD), a public repository of structured organic reaction records. describe an organic reaction: reactants, conditions, products, and yield Starting materials: CCS(=O)(=O)Cl, Cl, Cl, Cl, NC1CCC(CCN2CCN(c3nccc4c3CCO4)CC2)CC1. The product is CCS(=O)(=O)NC1CCC(CCN2CCN(c3nccc4c3CCO4)CC2)CC1. RXN SMILES: [CH2:28]([CH3:29])[S:30](=[O:31])(=[O:32])[Cl:33].[ClH:1].[ClH:2].[ClH:3].[O:4]1[CH2:5][CH2:6][c:7]2[c:8]([N:13]3[CH2:14][CH2:15][N:16]([CH2:19][CH2:20][CH:21]4[CH2:22][CH2:23][CH:24]([NH2:27])[CH2:25][CH2:26]4)[CH2:17][CH2:18]3)[n:9][cH:10][cH:11][c:12]21>>[O:4]1[CH2:5][CH2:6][c:7]2[c:8]([N:13]3[CH2:14][CH2:15][N:16]([CH2:19][CH2:20][CH:21]4[CH2:22][CH2:23][CH:24]([NH:27][S:30]([CH2:28][CH3:29])(=[O:31])=[O:32])[CH2:25][CH2:26]4)[CH2:17][CH2:18]3)[n:9][cH:10][cH:11][c:12]21.